From a dataset of the Open Reaction Database (ORD), a public repository of structured organic reaction records. describe an organic reaction: reactants, conditions, products, and yield Starting materials: O1C=2C(C([C@@H](C21)C=CCCCCCC)=CCCCCCC(=O)OC)=O ((4S)-2,3-epoxy-4-(1-octenyl)-5-(6-methoxycarbonylhexylidene)cyclopentenone), Cl (hydrochloric acid), C(O)([O-])=O.[Na+] (sodium hydrogencarbonate). Run in CC(=O)C (acetone). Product: ClC1C(C([C@H](C1)C=CCCCCCC)=CCCCCCC(=O)OC)=O ((4R)-2-chloro-4-(1-octenyl)-5-(6-methoxycarbonylhexylidene)cyclopentanone). Yield: 4.0%. As a reaction SMILES: O1[C:6]2[C@@H:5]([CH:7]=[CH:8][CH2:9][CH2:10][CH2:11][CH2:12][CH2:13][CH3:14])[C:4](=[CH:15][CH2:16][CH2:17][CH2:18][CH2:19][CH2:20][C:21]([O:23][CH3:24])=[O:22])[C:3](=[O:25])[C:2]1=2.[ClH:26].C(=O)([O-])O.[Na+]>CC(C)=O>[Cl:26][CH:2]1[CH2:6][C@H:5]([CH:7]=[CH:8][CH2:9][CH2:10][CH2:11][CH2:12][CH2:13][CH3:14])[C:4](=[CH:15][CH2:16][CH2:17][CH2:18][CH2:19][CH2:20][C:21]([O:23][CH3:24])=[O:22])[C:3]1=[O:25] |f:2.3|. Reported procedure: To a solution of 450 mg (1.29 mmol) of (4S)-2,3-epoxy-4-(1-octenyl)-5-(6-methoxycarbonylhexylidene)cyclopentenone in 12 ml of acetone was added 2 ml of concentrated hydrochloric acid at room temperature under stirring. The mixture was stirred for 2 hours. A saturated aqueous solution of sodium hydrogencarbonate was added, and the mixture was concentrated. The product was extracted with ethyl acetate. The organic layer was washed with a saturated aqueous solution of sodium chloride and dried over... Isolated yield 23.2%. The reactants are C(CCC)N(C(=O)C1=NN(C(=C1Cl)C)C1=C(C=C(C=C1)C(NS(=O)(=O)C1=CC2=CC=CC=C2C=C1)=O)C(=O)N1CC2=CC=CC=C2CC1)CCC(=O)O (3-(N-butyl-4-chloro-5-methyl-1-(4-(naphthalen-2-ylsulfonylcarbamoyl)-2-(1,2,3,4-tetrahydroisoquinoline-2-carbonyl)phenyl)-1H-pyrazole-3-carboxamido)propanoic acid), C(CCC)N(C(=O)C1=NN(C(=C1Cl)C)C1=C(C=C(C=C1)C(NS(=O)(=O)C1=CC2=CC=CC=C2C=C1)=O)C(=O)N1CC2=CC=CC=C2CC1)CCC(=O)O (3-(N-butyl-4-chloro-5-methyl-1-(4-(naphthalen-2-ylsulfonylcarbamoyl)-2-(1,2,3,4-tetrahydroisoquinoline-2-carbonyl)phenyl)-1H-pyrazole-3-carboxamido)propanoic acid), NC(CO)CO (2-amino-1,3-propanediol). Product: C(CCC)N(C(=O)C1=NN(C(=C1Cl)C)C1=C(C=C(C=C1)C(NS(=O)(=O)C1=CC2=CC=CC=C2C=C1)=O)C(=O)N1CC2=CC=CC=C2CC1)CCC(=O)NC(CO)CO (N-Butyl-4-chloro-N-(3-(1,3-dihydroxypropan-2-ylamino)-3-oxopropyl)-5-methyl-1-(4-(naphthalen-2-ylsulfonylcarbamoyl)-2-(1,2,3,4-tetrahydroisoquinoline-2-carbonyl)phenyl)-1H-pyrazole-3-carboxamide). Reaction SMILES: [CH2:1]([N:5]([CH2:49][CH2:50][C:51](O)=[O:52])[C:6]([C:8]1[C:12]([Cl:13])=[C:11]([CH3:14])[N:10]([C:15]2[CH:20]=[CH:19][C:18]([C:21](=[O:36])[NH:22][S:23]([C:26]3[CH:35]=[CH:34][C:33]4[C:28](=[CH:29][CH:30]=[CH:31][CH:32]=4)[CH:27]=3)(=[O:25])=[O:24])=[CH:17][C:16]=2[C:37]([N:39]2[CH2:48][CH2:47][C:46]3[C:41](=[CH:42][CH:43]=[CH:44][CH:45]=3)[CH2:40]2)=[O:38])[N:9]=1)=[O:7])[CH2:2][CH2:3][CH3:4].[NH2:54][CH:55]([CH2:58][OH:59])[CH2:56][OH:57]>>[CH2:1]([N:5]([CH2:49][CH2:50][C:51]([NH:54][CH:55]([CH2:58][OH:59])[CH2:56][OH:57])=[O:52])[C:6]([C:8]1[C:12]([Cl:13])=[C:11]([CH3:14])[N:10]([C:15]2[CH:20]=[CH:19][C:18]([C:21](=[O:36])[NH:22][S:23]([C:26]3[CH:35]=[CH:34][C:33]4[C:28](=[CH:29][CH:30]=[CH:31][CH:32]=4)[CH:27]=3)(=[O:25])=[O:24])=[CH:17][C:16]=2[C:37]([N:39]2[CH2:48][CH2:47][C:46]3[C:41](=[CH:42][CH:43]=[CH:44][CH:45]=3)[CH2:40]2)=[O:38])[N:9]=1)=[O:7])[CH2:2][CH2:3][CH3:4]. Procedure details: Following a procedure analogous to that for the synthesis of Example 124, 3-(N-butyl-4-chloro-5-methyl-1-(4-(naphthalen-2-ylsulfonylcarbamoyl)-2-(1,2,3,4-tetrahydroisoquinoline-2-carbonyl)phenyl)-1H-pyrazole-3-carboxamido)propanoic acid (Intermediate 158B, 20 mg, 0.026 mmol) and 2-amino-1,3-propanediol (Aldrich, 8 mg, 0.088 mmol) were converted to the title compound (5 mg, 21%). 1H NMR (CD3OD, 1:1 mixture of amide rotamers) δ 8.72 (br s, 1H), 8.15-7.94 (m, 6.5H), 7.76-7.62 (m, 3.5H), 7.25-7.03 (... Solvent: CN(C)C=O (DMF). As a reaction SMILES: [Cl:1][C:2]1[N:10]=[CH:9][N:8]=[C:7]2[C:3]=1[N:4]=[CH:5][N:6]2[C@@H:11]1[O:17][C@H:16]([CH2:18][OH:19])[C@@H:14]([OH:15])[C@H:12]1[OH:13].[C:20]1([C:26](Cl)([C:33]2[CH:38]=[CH:37][CH:36]=[CH:35][CH:34]=2)[C:27]2[CH:32]=[CH:31][CH:30]=[CH:29][CH:28]=2)[CH:25]=[CH:24][CH:23]=[CH:22][CH:21]=1.CCN(C(C)C)C(C)C>CN(C=O)C>[Cl:1][C:2]1[N:10]=[CH:9][N:8]=[C:7]2[C:3]=1[N:4]=[CH:5][N:6]2[C@H:11]1[C@H:12]([OH:13])[C@H:14]([OH:15])[C@@H:16]([CH2:18][O:19][C:26]([C:20]2[CH:25]=[CH:24][CH:23]=[CH:22][CH:21]=2)([C:33]2[CH:34]=[CH:35][CH:36]=[CH:37][CH:38]=2)[C:27]2[CH:28]=[CH:29][CH:30]=[CH:31][CH:32]=2)[O:17]1. Run at temperature 40 celsius. Starting materials: ClC1=C2N=CN(C2=NC=N1)[C@H]1[C@H](O)[C@H](O)[C@H](O1)CO (6-chloro-9-β-D-ribofuranosylpurine), C1(=CC=CC=C1)C(C1=CC=CC=C1)(C1=CC=CC=C1)Cl (triphenylmethyl chloride), CCN(C(C)C)C(C)C (DIPEA). Isolated yield 65.1%. Product: ClC1=C2N=CN(C2=NC=N1)[C@@H]1O[C@@H]([C@H]([C@H]1O)O)COC(C1=CC=CC=C1)(C1=CC=CC=C1)C1=CC=CC=C1 ((2R,3R,4S,5R)-2-(6-Chloro-9H-purin-9-yl)-5-[(trityloxy)methyl]tetrahydrofuran-3,4-diol). Procedure: To a solution of 6-chloro-9-β-D-ribofuranosylpurine (5.00 g, 17.4 mmol) and triphenylmethyl chloride (9.72 g, 34.8 mmol) in DMF (60 mL) was added DIPEA (2.7 mL, 19.1 mmol) dropwise. The reaction was heated to 40° C. overnight, cooled to r.t. and filtered. The yellow filtrate was diluted with chloroform and washed with water, 0.5 N HCl, and water. The organic layer was dried (Na2SO4), filtered and concentrated. The yellow foam was purified by flash chromatography (0 to 4% MeOH/CHCl3) to yield the... The product is COC=1C=C2C(=CNC2=CC1)CC1CN(CCC1)C (5-methoxy-3-(N-methyl-piperidin-3-ylmethyl)-1H-indole). The solvent is CO (methanol). Run at temperature 10 celsius, time 1.5 hour. Starting materials: COC=1C=C2C(=CNC2=CC1)CC1CNCCC1 (5-methoxy-3-(piperidin-3-ylmethyl)-1H-indole), C=O (formaldehyde), [BH4-].[Na+] (sodium borohydride). Procedure: To a stirred solution of compound of Description 6 [5-methoxy-3-(piperidin-3-ylmethyl)-1H-indole] (2 g, 0.0082 mol) in methanol (50 ml) was added dropwise aqueous formaldehyde (40%) (5.63 ml; 0.082 mol). The mixture was heated at reflux for 2 hours. The reaction mixture was cooled at 10° C. and then sodium borohydride (0.93 g; 0.025 mol) was added. The resulting mixture was stirred at room temperature for 1.5 hours. The reaction was then quenched with water and the solvent (methanol) was evapora... Reaction SMILES: [CH3:1][O:2][C:3]1[CH:4]=[C:5]2[C:9](=[CH:10][CH:11]=1)[NH:8][CH:7]=[C:6]2[CH2:12][CH:13]1[CH2:18][CH2:17][CH2:16][NH:15][CH2:14]1.[CH2:19]=O.[BH4-].[Na+]>CO>[CH3:1][O:2][C:3]1[CH:4]=[C:5]2[C:9](=[CH:10][CH:11]=1)[NH:8][CH:7]=[C:6]2[CH2:12][CH:13]1[CH2:18][CH2:17][CH2:16][N:15]([CH3:19])[CH2:14]1 |f:2.3|. Reactants: CO, Cl, O=C(NOC1CCCCO1)c1ccc2c(c1)CN(C(=O)Cc1cccnc1)CC2. Yields the product Cl, O=C(NO)c1ccc2c(c1)CN(C(=O)Cc1cccnc1)CC2. Reaction SMILES: [CH3:31][OH:32].[ClH:30].[n:1]1[cH:2][c:3]([CH2:7][C:8](=[O:9])[N:10]2[CH2:11][c:12]3[cH:13][c:14]([C:20](=[O:21])[NH:22][O:23][CH:24]4[CH2:25][CH2:26][CH2:27][CH2:28][O:29]4)[cH:15][cH:16][c:17]3[CH2:18][CH2:19]2)[cH:4][cH:5][cH:6]1>>[ClH:30].[n:1]1[cH:2][c:3]([CH2:7][C:8](=[O:9])[N:10]2[CH2:11][c:12]3[cH:13][c:14]([C:20](=[O:21])[NH:22][OH:23])[cH:15][cH:16][c:17]3[CH2:18][CH2:19]2)[cH:4][cH:5][cH:6]1. Starting materials: CN1C(C)(C)CC(OC(=O)Oc2ccccc2)CC1(C)C, CO, NN. Product: CN1C(C)(C)CC(OC(=O)NN)CC1(C)C. Reaction SMILES: [C:1]([O:2][c:4]1[cH:5][cH:6][cH:7][cH:8][cH:21]1)(=[O:3])[O:9][CH:10]1[CH2:11][C:12]([CH3:19])([CH3:20])[N:13]([CH3:18])[C:14]([CH3:16])([CH3:17])[CH2:15]1.[CH3:24][OH:25].[NH2:22][NH2:23]>>[C:1](=[O:2])([O:9][CH:10]1[CH2:11][C:12]([CH3:19])([CH3:20])[N:13]([CH3:18])[C:14]([CH3:16])([CH3:17])[CH2:15]1)[NH:22][NH2:23]. Reactants: C(C)(=O)OCC=1CS[C@H]2N(C1C(=O)OC(C1=CC=CC=C1)C1=CC=CC=C1)C([C@H]2NC(C(C2=CC=CC=C2)=NO)=O)=O (diphenylmethyl 3-acetoxymethyl-7β-(2-hydroxyimino-2-phenylacetamido)ceph-3-em-4-carboxylate), N1=CC=CC=C1 (pyridine), C(C1=CC=CC=C1)(=O)Cl (benzoyl chloride). Run in C(C)(=O)OCC (ethyl acetate). Run at time 1 hour. Yields the product C(C)(=O)OCC=1CS[C@H]2N(C1C(=O)OC(C1=CC=CC=C1)C1=CC=CC=C1)C([C@H]2NC(C(C2=CC=CC=C2)=NOC(C2=CC=CC=C2)=O)=O)=O (Diphenylmethyl 3-acetoxymethyl-7β-(2-benzoyloxyimino-2-phenylacetamido)-ceph-3-em-4-carboxylate). As a reaction SMILES: [C:1]([O:4][CH2:5][C:6]1[CH2:7][S:8][C@@H:9]2[C@H:29]([NH:30][C:31](=[O:41])[C:32](=[N:39][OH:40])[C:33]3[CH:38]=[CH:37][CH:36]=[CH:35][CH:34]=3)[C:28](=[O:42])[N:10]2[C:11]=1[C:12]([O:14][CH:15]([C:22]1[CH:27]=[CH:26][CH:25]=[CH:24][CH:23]=1)[C:16]1[CH:21]=[CH:20][CH:19]=[CH:18][CH:17]=1)=[O:13])(=[O:3])[CH3:2].N1C=CC=CC=1.[C:49](Cl)(=[O:56])[C:50]1[CH:55]=[CH:54][CH:53]=[CH:52][CH:51]=1>C(OCC)(=O)C>[C:1]([O:4][CH2:5][C:6]1[CH2:7][S:8][C@@H:9]2[C@H:29]([NH:30][C:31](=[O:41])[C:32](=[N:39][O:40][C:49](=[O:56])[C:50]3[CH:55]=[CH:54][CH:53]=[CH:52][CH:51]=3)[C:33]3[CH:34]=[CH:35][CH:36]=[CH:37][CH:38]=3)[C:28](=[O:42])[N:10]2[C:11]=1[C:12]([O:14][CH:15]([C:16]1[CH:17]=[CH:18][CH:19]=[CH:20][CH:21]=1)[C:22]1[CH:27]=[CH:26][CH:25]=[CH:24][CH:23]=1)=[O:13])(=[O:3])[CH3:2]. Reported procedure: To a solution of diphenylmethyl 3-acetoxymethyl-7β-(2-hydroxyimino-2-phenylacetamido)ceph-3-em-4-carboxylate (1.0 g) and pyridine (1.5 ml.) in ethyl acetate (30 ml.) was added benzoyl chloride (1.5 ml.) and the mixture allowed to stand for one hour at room temperature. The solution was then washed with 2 N-hydrochloric acid (50 ml.) and saturated brine, dried (sodium sulphate) and concentrated to ca. 5 ml. The concentrate was added dropwise to petroleum (b.p. 40°-60°; 350 ml.) and the precipitat... The reactants are Cl.Cl.N[C@@H]1CN2CCC1CC2 ((S)-3-amino-1-azabicyclo[2.2.2]octane dihydrochloride salt), [OH-].[Na+] (sodium hydroxide), CN1C=C(C2=CC=CC=C12)C(C(=O)Cl)=O (1-methy-α-oxo-3-indoleacetyl chloride), [OH-].[Na+] (sodium hydroxide), C(Cl)Cl (methylene chloride), CN1C=C(C2=CC=CC=C12)C(C(=O)Cl)=O (1-methy-α-oxo-3-indoleacetyl chloride). Solvent: O (water), O (water). Yields the product N12C[C@H](C(CC1)CC2)NC(C(C2=CN(C1=CC=CC=C21)C)=O)=O ((S)-N-(1-azabicyclo[2.2.2]oct-3-yl)-1-methyl-α-oxo-3-indoleacetamide). Isolated yield 30.8%. As a reaction SMILES: Cl.Cl.[NH2:3][C@H:4]1[CH:9]2[CH2:10][CH2:11][N:6]([CH2:7][CH2:8]2)[CH2:5]1.[OH-].[Na+].C(Cl)Cl.[CH3:17][N:18]1[C:26]2[C:21](=[CH:22][CH:23]=[CH:24][CH:25]=2)[C:20]([C:27](=[O:31])[C:28](Cl)=[O:29])=[CH:19]1>O>[N:6]12[CH2:11][CH2:10][CH:9]([CH2:8][CH2:7]1)[C@H:4]([NH:3][C:28](=[O:29])[C:27](=[O:31])[C:20]1[C:21]3[C:26](=[CH:25][CH:24]=[CH:23][CH:22]=3)[N:18]([CH3:17])[CH:19]=1)[CH2:5]2 |f:0.1.2,3.4|. Reported procedure: (S)-3-amino-1-azabicyclo[2.2.2]octane dihydrochloride salt (7.5 g; 37.5 mmol) and sodium hydroxide (2.0 g; 50.0 mmols) were dissolved in 50 ml of water. The solution was cooled in an ice bath and 100 ml of methylene chloride was added. The mixture was stirred while approximately one third of a solution containing 1-methy-α-oxo-3-indoleacetyl chloride (10.8 g; 48.7 mmol) was added in a dropwise fashion, after which additional sodium hydroxide (3.0 g; 75.0 mmol) in 20.0 ml of water was mixed in. T...